Dataset: the Open Reaction Database (ORD), a public repository of structured organic reaction records. Task: describe an organic reaction: reactants, conditions, products, and yield RXN SMILES: [C:1]([C@H:3]1[CH2:8][CH2:7][C@H:6]([CH:9]=[O:10])[CH2:5][CH2:4]1)#[N:2].[CH2:11]([CH:16]([CH2:19]O)[CH2:17][OH:18])[CH2:12][CH2:13][CH2:14][CH3:15].C(=O)([O-])[O-].[K+].[K+]>C1C=CC=CC=1.C1(C)C=CC(S(O)(=O)=O)=CC=1>[CH2:11]([C@@H:16]1[CH2:17][O:18][C@@H:9]([C@H:6]2[CH2:7][CH2:8][C@H:3]([C:1]#[N:2])[CH2:4][CH2:5]2)[O:10][CH2:19]1)[CH2:12][CH2:13][CH2:14][CH3:15] |f:2.3.4|. The reagents and catalysts are C1(=CC=C(C=C1)S(=O)(=O)O)C (p-toluenesulphonic acid). Isolated yield 38.0%. Product: C(CCCC)[C@H]1CO[C@@H](OC1)[C@@H]1CC[C@H](CC1)C#N (trans-4-(trans-5-pentyl-m-dioxan-2-yl)cyclohexanecarbonitrile). Run in C1=CC=CC=C1 (benzene). Reaction conditions: time 16 hour. Reported procedure: A mixture of 2.00 g of trans-4-cyanocyclohexanecarboxaldehyde, 2.13 g of 2-pentyl-1,3-propanediol and 65 mg of p-toluenesulphonic acid in 100 ml of benzene was heated to reflux for 3 hours while gassing with argon and with separation of water in a round flask provided with a water separator and a reflux condenser. The mixture was subsequently treated with 3.0 g of potassium carbonate, stirred at room temperature for 16 hours, then filtered and the filtrate was concentrated. Recrystallization of ... Reactants: C(#N)[C@@H]1CC[C@H](CC1)C=O (trans-4-cyanocyclohexanecarboxaldehyde), C(CCCC)C(CO)CO (2-pentyl-1,3-propanediol), C([O-])([O-])=O.[K+].[K+] (potassium carbonate). Reactants: C(#C)C1(CCN(CC1)C)OC (4-Ethynyl-4-methoxy-1-methyl-piperidine), C1(CCCC1)N1CCC(CC1)(OC)C#C (1-cyclopentyl-4-ethynyl-4-methoxy-piperidine). The product is C(#C)C1(CCCCC1)OC (1-ethynyl-1-methoxy-cyclohexane). Reaction SMILES: [C:1]([C:3]1([O:10][CH3:11])[CH2:8][CH2:7]N(C)[CH2:5][CH2:4]1)#[CH:2].[CH:12]1(N2CCC(C#C)(OC)CC2)CCCC1>>[C:1]([C:3]1([O:10][CH3:11])[CH2:8][CH2:7][CH2:12][CH2:5][CH2:4]1)#[CH:2]. Procedure: 4-Ethynyl-4-methoxy-1-methyl-piperidine and 1-cyclopentyl-4-ethynyl-4-methoxy-piperidine may be prepared analogously. The reactants are CCOC(=O)COc1ccc(Cl)cc1C1c2ccccc2CCN1C(=O)OC(C)(C)C, ClCCl, Cl, C1COCCO1. Reaction SMILES: [C:1]([O:2][C:3](=[O:4])[N:8]1[CH:9]([c:18]2[c:19]([O:25][CH2:26][C:27](=[O:28])[O:29][CH2:30][CH3:31])[cH:20][cH:21][c:22]([Cl:24])[cH:23]2)[c:10]2[cH:11][cH:12][cH:13][cH:14][c:15]2[CH2:16][CH2:17]1)([CH3:5])([CH3:6])[CH3:7].[Cl:32][CH2:33][Cl:34].[ClH:35].[O:36]1[CH2:37][CH2:38][O:39][CH2:40][CH2:41]1>>[NH:8]1[CH:9]([c:18]2[c:19]([O:25][CH2:26][C:27](=[O:28])[O:29][CH2:30][CH3:31])[cH:20][cH:21][c:22]([Cl:24])[cH:23]2)[c:10]2[cH:11][cH:12][cH:13][cH:14][c:15]2[CH2:16][CH2:17]1. Yields the product CCOC(=O)COc1ccc(Cl)cc1C1NCCc2ccccc21. The reactants are C(C)OC(C(C(=O)OCC)C(C(C)Cl)=O)=O (diethyl-2-chloro-propionyl-malonate), ClC1=CC(=C(C=C1)[O-])C.[Na+] (sodium 4-chloro-2-methyl-phenolate). Run in CN(C=O)C (dimethyl formamide). Run at temperature 60 celsius, time 48 hour. The product is C(C)OC(C(C(=O)OCC)C(C(C)OC1=C(C=C(C=C1)Cl)C)=O)=O (diethyl-2-(2'-methyl-4-chloro-phenoxy)-propionyl-malonate). Isolated yield 80.3%. As a reaction SMILES: [CH2:1]([O:3][C:4](=[O:16])[CH:5]([C:11](=[O:15])[CH:12](Cl)[CH3:13])[C:6]([O:8][CH2:9][CH3:10])=[O:7])[CH3:2].[Cl:17][C:18]1[CH:23]=[CH:22][C:21]([O-:24])=[C:20]([CH3:25])[CH:19]=1.[Na+]>CN(C)C=O>[CH2:1]([O:3][C:4](=[O:16])[CH:5]([C:11](=[O:15])[CH:12]([O:24][C:21]1[CH:22]=[CH:23][C:18]([Cl:17])=[CH:19][C:20]=1[CH3:25])[CH3:13])[C:6]([O:8][CH2:9][CH3:10])=[O:7])[CH3:2] |f:1.2|. Procedure: A mixture of 25.1 g of diethyl-2-chloro-propionyl-malonate, 16.5 g of sodium 4-chloro-2-methyl-phenolate and 100 ml of dimethyl formamide is stirred at 60° C. for 48 hours. The reaction mixture is filtered and the filtrate is evaporated. The residue is dissolved in 100 ml of benzene and washed succesively with 100 ml of a saturated aqueous sodium bicarbonate solution and 100 ml of water. The benzene layer is evaporated to give 28.7 g of the desired compound, yield 82%. The reactants are O=C1CCC(=O)N1Br, c1ccccc1, CC(C)(C)OC(=O)N1CCn2ccnc2C1. Product: CC(C)(C)OC(=O)N1CCn2c(Br)cnc2C1. Reaction SMILES: [O:17]=[C:18]1[N:19]([Br:24])[C:20](=[O:21])[CH2:22][CH2:23]1.[cH:25]1[cH:26][cH:27][cH:28][cH:29][cH:30]1.[n:1]1[cH:2][cH:3][n:4]2[c:5]1[CH2:6][N:7]([C:10](=[O:11])[O:12][C:13]([CH3:14])([CH3:15])[CH3:16])[CH2:8][CH2:9]2>>[n:1]1[cH:2][c:3]([Br:24])[n:4]2[c:5]1[CH2:6][N:7]([C:10](=[O:11])[O:12][C:13]([CH3:14])([CH3:15])[CH3:16])[CH2:8][CH2:9]2. The solvent is C(C)(=O)OC(C)=O (acetic anhydride). As a reaction SMILES: [CH:1]1([N:4]2[C:13]3[C:8](=[CH:9][C:10]([F:22])=[C:11]([N:15]4[CH2:18][CH:17]([C:19](=O)[NH2:20])[CH2:16]4)[C:12]=3[F:14])[C:7](=[O:23])[C:6]([C:24]([OH:26])=[O:25])=[CH:5]2)[CH2:3][CH2:2]1>C(OC(=O)C)(=O)C>[CH:1]1([N:4]2[C:13]3[C:8](=[CH:9][C:10]([F:22])=[C:11]([N:15]4[CH2:18][CH:17]([C:19]#[N:20])[CH2:16]4)[C:12]=3[F:14])[C:7](=[O:23])[C:6]([C:24]([OH:26])=[O:25])=[CH:5]2)[CH2:2][CH2:3]1. The product is C1(CC1)N1C=C(C(C2=CC(=C(C(=C12)F)N1CC(C1)C#N)F)=O)C(=O)O (1-cyclopropyl-6,8-difluoro-7-(3-cyano-1-azetidinyl)-1,4-dihydro-4-oxo-3-quinolinecarboxylic acid). Procedure: A solution of 0.57 g (1.5 mmoles) of 1-cyclopropyl-6,8-difluoro-7-(3-carbamoyl-1-azetidinyl)-1,4-dihydro-4-oxo-3-quinolinecarboxylic acid (example 6) in 12 ml of acetic anhydride is heated under reflux for 24 hours. Cooling, filtering and washing with water and ethanol yield 0.15 g (27%) of 1-cyclopropyl-6,8-difluoro-7-(3-cyano-1-azetidinyl)-1,4-dihydro-4-oxo-3-quinolinecarboxylic acid melting at >325° C. The reactants are C1(CC1)N1C=C(C(C2=CC(=C(C(=C12)F)N1CC(C1)C(N)=O)F)=O)C(=O)O (1-cyclopropyl-6,8-difluoro-7-(3-carbamoyl-1-azetidinyl)-1,4-dihydro-4-oxo-3-quinolinecarboxylic acid). The reactants are C(C)(C)(C)P(C(OCC)OCC)(CC(C)C)=O (tertiary-butyl(iso-butyl)(diethoxymethyl)phosphine oxide). Solvent: Cl (hydrochloric acid). The product is C(C)(C)(C)P(CC(C)C)=O (tertiary-butyl(iso-butyl)phosphine oxide). RXN SMILES: [C:1]([P:5](=[O:17])([CH2:13][CH:14]([CH3:16])[CH3:15])C(OCC)OCC)([CH3:4])([CH3:3])[CH3:2]>Cl>[C:1]([PH:5](=[O:17])[CH2:13][CH:14]([CH3:16])[CH3:15])([CH3:4])([CH3:3])[CH3:2]. Reported procedure: A solution of 1.2 g (0.005 mol) of tertiary-butyl(iso-butyl)(diethoxymethyl)phosphine oxide in 10 ml of 5% hydrochloric acid is heated at 80° C. for 9 hours. After this the mixture is allowed to cool to room temperature, evaporated under reduced pressure and the crude product is extracted into chloroform and washed with water. The organic extract is dried and evaporated to give tertiary-butyl(iso-butyl)phosphine oxide as a pale yellow oil. The reactants are C1(CCCC1)NC(=S)NS(=O)(=O)C (1-cyclopentyl-3-methylsulfonylthiourea), NC(C(=O)NC(CC)C(O)C=1OC2=C(N1)C=CC=C2)CS(=O)(=O)CC2CC2 (2-amino-N-[1-(benzoxazol-2-ylhydroxymethyl)-propyl]-3-cyclopropylmethanesulfonyl-propionamide), [I-].C[N+]1=C(C=CC=C1)Cl (N-methyl-2-chloropyridinium iodide), CCN(C(C)C)C(C)C (DIPEA). Solvent: ClCCl (dichloromethane), C(C)(=O)OCC (ethyl acetate). Run at time 8 hour. Product: O1C(=NC2=C1C=CC=C2)C(C(CC)NC(C(CS(=O)(=O)CC2CC2)NC(=CS(=O)(=O)C)NC2CCCC2)=O)O (N-[1-(benzoxazol-2-ylhydroxymethyl)propyl]-2-(1-cyclopentylamino-2-methanesulfonylvinylamino)-3-cyclopropylmetanesulfonylpropionamide). RXN SMILES: C1(NC(N[S:10]([CH3:13])(=[O:12])=[O:11])=S)CCCC1.[NH2:14][CH:15]([CH2:33][S:34]([CH2:37][CH:38]1[CH2:40][CH2:39]1)(=[O:36])=[O:35])[C:16]([NH:18][CH:19]([CH:22]([C:24]1[O:25][C:26]2[CH:32]=[CH:31][CH:30]=[CH:29][C:27]=2[N:28]=1)[OH:23])[CH2:20][CH3:21])=[O:17].[I-].[CH3:42][N+:43]1[CH:48]=[CH:47][CH:46]=[CH:45][C:44]=1Cl.[CH3:50]CN(C(C)C)C(C)C>ClCCl.C(OCC)(=O)C>[O:25]1[C:26]2[CH:32]=[CH:31][CH:30]=[CH:29][C:27]=2[N:28]=[C:24]1[CH:22]([OH:23])[CH:19]([NH:18][C:16](=[O:17])[CH:15]([NH:14][C:42]([NH:43][CH:48]1[CH2:47][CH2:46][CH2:45][CH2:44]1)=[CH:50][S:10]([CH3:13])(=[O:12])=[O:11])[CH2:33][S:34]([CH2:37][CH:38]1[CH2:40][CH2:39]1)(=[O:35])=[O:36])[CH2:20][CH3:21] |f:2.3|. Procedure: To 1-cyclopentyl-3-methylsulfonylthiourea (200 mg, 0.89 mmol, 2.4 equiv.), 2-amino-N-[1-(benzoxazol-2-ylhydroxymethyl)-propyl]-3-cyclopropylmethanesulfonyl-propionamide (163 mg, 1.0 equiv.), N-methyl-2-chloropyridinium iodide (175 mg, 1.8 equiv.) in 4 mL dichloromethane was added DIPEA (142 mg, 2.8 equiv). The reaction mixture was stirred overnight at ambient temp. The reaction was diluted with ethyl acetate and extracted with saturated sodium bicarbonate, brine and dried over MgSO4. Purificatio... Solvent: ClCCCl (DCE). The reactants are ClC1=NC(=C2N=C(N(C2=N1)C)CN1C(CNCC1)(C)C)N1CCOCC1 (2-chloro-8-(2,2-dimethylpiperazin-1-ylmethyl)-9-methyl-6-morpholin-4-yl-9H-purine), O1CC(C1)=O (oxetan-3-one), C(C)(=O)O[BH-](OC(C)=O)OC(C)=O.[Na+] (sodium triacetoxyborohydride). Product: ClC1=NC(=C2N=C(N(C2=N1)C)CN1C(CN(CC1)C1COC1)(C)C)N1CCOCC1 (2-Chloro-8-(2,2-dimethyl-4-oxetan-3-ylpiperazin-1-ylmethyl)-9-methyl-6-morpholin-4-yl-9H-purine). Reported procedure: A mixture of 2-chloro-8-(2,2-dimethylpiperazin-1-ylmethyl)-9-methyl-6-morpholin-4-yl-9H-purine (198 mg, 0.52 mmol), oxetan-3-one (42 mg, 0.58 mmol) and 4 Å powdered molecular sieves in DCE (10 mL) was allowed to stir at r.t for 4 h before the addition of sodium triacetoxyborohydride (144 mg, 0.68 mmol). The resulting mixture was allowed to stir for 16 h then loaded onto an Isolute® SCX-2 cartridge which was washed with MeOH and the product eluted with 2M NH3/MeOH affording the title compound (19... RXN SMILES: [Cl:1][C:2]1[N:10]=[C:9]2[C:5]([N:6]=[C:7]([CH2:12][N:13]3[CH2:18][CH2:17][NH:16][CH2:15][C:14]3([CH3:20])[CH3:19])[N:8]2[CH3:11])=[C:4]([N:21]2[CH2:26][CH2:25][O:24][CH2:23][CH2:22]2)[N:3]=1.[O:27]1[CH2:30][C:29](=O)[CH2:28]1.C(O[BH-](OC(=O)C)OC(=O)C)(=O)C.[Na+]>ClCCCl>[Cl:1][C:2]1[N:10]=[C:9]2[C:5]([N:6]=[C:7]([CH2:12][N:13]3[CH2:18][CH2:17][N:16]([CH:29]4[CH2:30][O:27][CH2:28]4)[CH2:15][C:14]3([CH3:20])[CH3:19])[N:8]2[CH3:11])=[C:4]([N:21]2[CH2:26][CH2:25][O:24][CH2:23][CH2:22]2)[N:3]=1 |f:2.3|. Run at time 16 hour.